This data is from the Open Reaction Database (ORD), a public repository of structured organic reaction records. The task is: describe an organic reaction: reactants, conditions, products, and yield The reactants are CN(c1cccc2cc(C(=O)NCC(C)(C=NO)SCc3ccccc3)[nH]c12)S(=O)(=O)c1cccs1, O=S(=O)(OS(=O)(=O)C(F)(F)F)C(F)(F)F, c1ccncc1. Product: CN(c1cccc2cc(C(=O)NCC(C)(C#N)SCc3ccccc3)[nH]c12)S(=O)(=O)c1cccs1. As a reaction SMILES: [CH2:1]([c:2]1[cH:3][cH:4][cH:5][cH:6][cH:7]1)[S:8][C:9]([CH2:10][NH:11][C:12](=[O:13])[c:14]1[nH:15][c:16]2[c:17]([N:23]([S:24](=[O:25])(=[O:26])[c:27]3[s:28][cH:29][cH:30][cH:31]3)[CH3:32])[cH:18][cH:19][cH:20][c:21]2[cH:22]1)([CH:33]=[N:34][OH:35])[CH3:36].[F:37][C:38]([S:39]([O:40][S:41]([C:42]([F:43])([F:44])[F:45])(=[O:46])=[O:47])(=[O:48])=[O:49])([F:50])[F:51].[cH:52]1[cH:53][cH:54][n:55][cH:56][cH:57]1>>[CH2:1]([c:2]1[cH:3][cH:4][cH:5][cH:6][cH:7]1)[S:8][C:9]([CH2:10][NH:11][C:12](=[O:13])[c:14]1[nH:15][c:16]2[c:17]([N:23]([S:24](=[O:25])(=[O:26])[c:27]3[s:28][cH:29][cH:30][cH:31]3)[CH3:32])[cH:18][cH:19][cH:20][c:21]2[cH:22]1)([C:33]#[N:34])[CH3:36]. Starting materials: CC(C)(C)OC(=O)N1CCOC(C(=O)O)C1, CCNCC, CCN=C=NCCCN(C)C, CN(C)C=O. The product is CCN(CC)C(=O)C1CN(C(=O)OC(C)(C)C)CCO1. As a reaction SMILES: [C:1]([CH3:2])([CH3:3])([CH3:4])[O:5][C:6](=[O:7])[N:8]1[CH2:9][CH:10]([C:14](=[O:15])[OH:16])[O:11][CH2:12][CH2:13]1.[CH2:17]([CH3:18])[NH:19][CH2:20][CH3:21].[CH2:22]([N:23]=[C:24]=[N:25][CH2:26][CH2:27][CH2:28][N:29]([CH3:30])[CH3:31])[CH3:32].[O:33]=[CH:34][N:35]([CH3:36])[CH3:37]>>[C:1]([CH3:2])([CH3:3])([CH3:4])[O:5][C:6](=[O:7])[N:8]1[CH2:9][CH:10]([C:14](=[O:16])[N:19]([CH2:17][CH3:18])[CH2:20][CH3:21])[O:11][CH2:12][CH2:13]1. Reactants: CC(C)(Cc1ccccc1)C(=O)Cl, COc1cc(-c2nn(C3CCC(N4CCN(C)CC4)CC3)c3ncnc(N)c23)ccc1N, c1ccncc1. Yields the product COc1cc(-c2nn(C3CCC(N4CCN(C)CC4)CC3)c3ncnc(N)c23)ccc1NC(=O)C(C)(C)Cc1ccccc1. RXN SMILES: [CH3:33][C:34]([C:35](=[O:36])[Cl:37])([CH2:38][c:39]1[cH:40][cH:41][cH:42][cH:43][cH:44]1)[CH3:45].[NH2:1][c:2]1[c:3]([O:31][CH3:32])[cH:4][c:5](-[c:8]2[n:9][n:10]([CH:18]3[CH2:19][CH2:20][CH:21]([N:24]4[CH2:25][CH2:26][N:27]([CH3:30])[CH2:28][CH2:29]4)[CH2:22][CH2:23]3)[c:11]3[n:12][cH:13][n:14][c:15]([NH2:17])[c:16]23)[cH:6][cH:7]1.[cH:46]1[cH:47][cH:48][n:49][cH:50][cH:51]1>>[NH:1]([c:2]1[c:3]([O:31][CH3:32])[cH:4][c:5](-[c:8]2[n:9][n:10]([CH:18]3[CH2:19][CH2:20][CH:21]([N:24]4[CH2:25][CH2:26][N:27]([CH3:30])[CH2:28][CH2:29]4)[CH2:22][CH2:23]3)[c:11]3[n:12][cH:13][n:14][c:15]([NH2:17])[c:16]23)[cH:6][cH:7]1)[C:35]([C:34]([CH3:33])([CH2:38][c:39]1[cH:40][cH:41][cH:42][cH:43][cH:44]1)[CH3:45])=[O:36]. Starting materials: N1=C(C=CC2=NC=CC=C12)N (1,5-naphthyridin-2-amine), C1(=C(C(=CC(=C1)C)C)S(=O)(=O)ON)C (O-(mesitylsulfonyl)hydroxylamine). The solvent is C(Cl)Cl (DCM), C(Cl)Cl (DCM). Conditions: temperature 0 celsius, time 3 hour. Product: NN1C(C=CC2=NC=CC=C12)=[NH2+].CC1=C(C(=CC(=C1)C)C)S(=O)(=O)[O-] (1-Amino-1,5-naphthyridin-2(1H)-iminium 2,4,6-trimethylbenzenesulfonate). Isolated yield 84.4%. As a reaction SMILES: [N:1]1[C:10]2[C:5](=[N:6][CH:7]=[CH:8][CH:9]=2)[CH:4]=[CH:3][C:2]=1[NH2:11].[C:12]1([CH3:25])[CH:17]=[C:16]([CH3:18])[CH:15]=[C:14]([CH3:19])[C:13]=1[S:20]([O:23][NH2:24])(=[O:22])=[O:21]>C(Cl)Cl>[NH2:24][N:1]1[C:10]2[C:5](=[N:6][CH:7]=[CH:8][CH:9]=2)[CH:4]=[CH:3][C:2]1=[NH2+:11].[CH3:19][C:14]1[CH:15]=[C:16]([CH3:18])[CH:17]=[C:12]([CH3:25])[C:13]=1[S:20]([O-:23])(=[O:22])=[O:21] |f:3.4|. Reported procedure: To a solution of 1,5-naphthyridin-2-amine (2.0 g, 13.8 mmol) in DCM (10 mL) was added a solution of O-(mesitylsulfonyl)hydroxylamine (8.9 g, 41.3 mmol) in DCM (20 mL) at 0° C. The mixture was stirred at 0° C. for 3 h. The precipitate was filtered and collected to give the crude product as a yellow solid (4.2 g, yield 85%). ESI MS: m/z 161 [M+H]+. The reactants are C(C1=CC=CC=C1)(=O)C=1N=C(N(C1C#N)C(C1=CC=CC=C1)(C1=CC=CC=C1)C1=CC=CC=C1)CCCC (4-benzoyl-2-butyl-5-cyano-1-tritylimidazole). Run in C(C)(=O)O (acetic acid). Reaction conditions: temperature 60 celsius, time 5 hour. The product is C(C1=CC=CC=C1)(=O)C=1N=C(NC1C#N)CCCC (4-Benzoyl-2-butyl-5-cyanoimidazole). Isolated yield 84.7%. RXN SMILES: [C:1]([C:9]1[N:10]=[C:11]([CH2:35][CH2:36][CH2:37][CH3:38])[N:12](C(C2C=CC=CC=2)(C2C=CC=CC=2)C2C=CC=CC=2)[C:13]=1[C:14]#[N:15])(=[O:8])[C:2]1[CH:7]=[CH:6][CH:5]=[CH:4][CH:3]=1>C(O)(=O)C>[C:1]([C:9]1[N:10]=[C:11]([CH2:35][CH2:36][CH2:37][CH3:38])[NH:12][C:13]=1[C:14]#[N:15])(=[O:8])[C:2]1[CH:3]=[CH:4][CH:5]=[CH:6][CH:7]=1. Reported procedure: A suspension of 10.3 g of 4-benzoyl-2-butyl-5-cyano-1-tritylimidazole [prepared as described in step (i) above] in 80% v/v aqueous acetic acid was stirred at 60° C. for 5 hours. At the end of this time, the solution thus obtained was concentrated by evaporation under reduced pressure, and the concentrate was purified by column chromatography through silica gel, using a 2:1 by volume mixture of hexane and ethyl acetate as the eluent. The resulting oily product was dissolved in carbon tetrachlorid... Reactants: NC1=C2N(C(N(C2=NC=N1)C=1C=C(C=CC1)NC(OC(C)(C)C)=O)=O)C1=CC=C(C=C1)OC1=CC=CC=C1 (tert-butyl 3-(6-amino-8-oxo-7-(4-phenoxyphenyl)-7H-purin-9(8H)-yl)phenylcarbamate), C(=O)(C(F)(F)F)O (TFA). Run in C(Cl)Cl (DCM). Run at time 1 hour. The product is NC1=C2N(C(N(C2=NC=N1)C1=CC(=CC=C1)N)=O)C1=CC=C(C=C1)OC1=CC=CC=C1 (6-amino-9-(3-aminophenyl)-7-(4-phenoxyphenyl)-7H-purin-8(9H)-one). Yield: 99.0%. Reaction SMILES: [NH2:1][C:2]1[N:10]=[CH:9][N:8]=[C:7]2[C:3]=1[N:4]([C:26]1[CH:31]=[CH:30][C:29]([O:32][C:33]3[CH:38]=[CH:37][CH:36]=[CH:35][CH:34]=3)=[CH:28][CH:27]=1)[C:5](=[O:25])[N:6]2[C:11]1[CH:12]=[C:13]([NH:17]C(=O)OC(C)(C)C)[CH:14]=[CH:15][CH:16]=1.C(O)(C(F)(F)F)=O>C(Cl)Cl>[NH2:1][C:2]1[N:10]=[CH:9][N:8]=[C:7]2[C:3]=1[N:4]([C:26]1[CH:31]=[CH:30][C:29]([O:32][C:33]3[CH:34]=[CH:35][CH:36]=[CH:37][CH:38]=3)=[CH:28][CH:27]=1)[C:5](=[O:25])[N:6]2[C:11]1[CH:16]=[CH:15][CH:14]=[C:13]([NH2:17])[CH:12]=1. Procedure details: To a solution of tert-butyl 3-(6-amino-8-oxo-7-(4-phenoxyphenyl)-7H-purin-9(8H)-yl)phenylcarbamate (6) (404 mg, 0.8 mmol) in 8 mL DCM was added 2 mL TFA dropwise. The reaction mixture was stirred at rt for 1 hr, then concentrated to dryness. The residue was purified by column chromatography (silica gel, 0 to 5% methanol in DCM (0.3% Et3N)) to give 6-amino-9-(3-aminophenyl)-7-(4-phenoxyphenyl)-7H-purin-8(9H)-one (7) (325 mg, 100%) as a yellow solid. LC-MS (ESI): m/z (M+1) 411. The reactants are N#N (N2), S1C(=CC=C1)C(=O)Cl (2-thiophenecarbonyl chloride), Cl.NC1=CC(=C(C(=C1)C(C)C)O)C(C)C (4-amino-2,6-diisopropylphenol hydrochloride), C(O)([O-])=O.[Na+] (sodium hydrogen carbonate). Yields the product S1C(=CC=C1)C(=O)C1=C(C(=C(C(=C1)C(C)C)O)C(C)C)N (4-(2-thienylcarbonyl)-amino-2,6-diisopropylphenol). Conditions: time 1 hour. Solvent: C(Cl)Cl (methylene chloride), O (water), C(C)(=O)OCC (ethyl acetate). Reported procedure: Under ice-cooling and N2 atmosphere, a solution of 1.47 g of 2-thiophenecarbonyl chloride in 10 ml of methylene chloride is added to a mixture of 2.91 g of 4-amino-2,6-diisopropylphenol hydrochloride, 90 ml of ethyl acetate, 80 ml of water, and 8.0 g of sodium hydrogen carbonate during a period of 30 minutes. After stirring at room temperature for one hour, organic layer is separated, washed with water, 10 % HCl, water, dried, and concentrated. The obtained solid is recrystallized from chlorofor... As a reaction SMILES: [N:1]#N.[S:3]1[CH:7]=[CH:6][CH:5]=[C:4]1[C:8](Cl)=[O:9].Cl.N[C:13]1[CH:18]=[C:17]([CH:19]([CH3:21])[CH3:20])[C:16]([OH:22])=[C:15]([CH:23]([CH3:25])[CH3:24])[CH:14]=1.C(=O)([O-])O.[Na+]>C(Cl)Cl.O.C(OCC)(=O)C>[S:3]1[CH:7]=[CH:6][CH:5]=[C:4]1[C:8]([C:13]1[CH:18]=[C:17]([CH:19]([CH3:21])[CH3:20])[C:16]([OH:22])=[C:15]([CH:23]([CH3:25])[CH3:24])[C:14]=1[NH2:1])=[O:9] |f:2.3,4.5|. The reactants are COC(=O)C(=NOC1(C(=O)O)CCCC1)c1ccco1, Cl, NOc1ccccc1. Reaction SMILES: [C:1](=[O:2])([OH:3])[C:4]1([O:9][N:10]=[C:11]([C:12](=[O:13])[O:14][CH3:15])[c:16]2[o:17][cH:18][cH:19][cH:20]2)[CH2:5][CH2:6][CH2:7][CH2:8]1.[ClH:21].[O:22]([c:23]1[cH:24][cH:25][cH:26][cH:27][cH:28]1)[NH2:29]>>[C:1](=[O:3])([C:4]1([O:9][N:10]=[C:11]([C:12](=[O:13])[O:14][CH3:15])[c:16]2[o:17][cH:18][cH:19][cH:20]2)[CH2:5][CH2:6][CH2:7][CH2:8]1)[NH:29][O:22][c:23]1[cH:24][cH:25][cH:26][cH:27][cH:28]1. The product is COC(=O)C(=NOC1(C(=O)NOc2ccccc2)CCCC1)c1ccco1.